From a dataset of the Open Reaction Database (ORD), a public repository of structured organic reaction records. describe an organic reaction: reactants, conditions, products, and yield Reactants: COC(C[C@@H]1COC2=C1C=CC(=C2)O[C@@H]2CCC1=C(C=CC(=C21)F)B2OC(C(O2)(C)C)(C)C)=O ({(S)-6-[(R)-7-fluoro-4-(4,4,5,5-tetramethyl-[1,3,2]dioxaborolan-2-yl)-indan-1-yloxy]-2,3-dihydro-benzofuran-3-yl}-acetic acid methyl ester), ClC1=C(C=C(C=C1C)C=1N=NC(=CC1)CC)C (3-(4-chloro-3,5-dimethyl-phenyl)-6-ethyl-pyridazine), BrC1=C2CC[C@H](C2=C(C=C1)F)OC1=CC2=C([C@@H](CO2)CC(=O)OC)C=C1 (Methyl 2-((S)-6-((R)-4-bromo-7-fluoro-2,3-dihydro-1H-inden-1-yloxy)-2,3-dihydrobenzofuran-3-yl)acetate). Yields the product COC(C[C@@H]1COC2=C1C=CC(=C2)O[C@@H]2CCC1=C(C=CC(=C21)F)C2=C(C=C(C=C2C)C=2N=NC(=CC2)CC)C)=O ({(S)-6-[(R)-4-(2,6-Dimethyl-4-(6-ethyl-pyridazin-3-yl)-phenyl)-7-fluoro-indan-1-yloxy]-2,3-dihydro-benzofuran-3-yl}-acetic acid methyl ester). Reaction SMILES: [CH3:1][O:2][C:3](=[O:34])[CH2:4][C@H:5]1[C:9]2[CH:10]=[CH:11][C:12]([O:14][C@H:15]3[C:23]4[C:18](=[C:19](B5OC(C)(C)C(C)(C)O5)[CH:20]=[CH:21][C:22]=4[F:24])[CH2:17][CH2:16]3)=[CH:13][C:8]=2[O:7][CH2:6]1.Cl[C:36]1[C:41]([CH3:42])=[CH:40][C:39]([C:43]2[N:44]=[N:45][C:46]([CH2:49][CH3:50])=[CH:47][CH:48]=2)=[CH:38][C:37]=1[CH3:51].BrC1C=CC(F)=C2C=1CC[C@H]2OC1C=CC2[C@H](CC(OC)=O)COC=2C=1>>[CH3:1][O:2][C:3](=[O:34])[CH2:4][C@H:5]1[C:9]2[CH:10]=[CH:11][C:12]([O:14][C@H:15]3[C:23]4[C:18](=[C:19]([C:36]5[C:37]([CH3:51])=[CH:38][C:39]([C:43]6[N:44]=[N:45][C:46]([CH2:49][CH3:50])=[CH:47][CH:48]=6)=[CH:40][C:41]=5[CH3:42])[CH:20]=[CH:21][C:22]=4[F:24])[CH2:17][CH2:16]3)=[CH:13][C:8]=2[O:7][CH2:6]1. Reported procedure: The title compound is prepared from {(S)-6-[(R)-7-fluoro-4-(4,4,5,5-tetramethyl-[1,3,2]dioxaborolan-2-yl)-indan-1-yloxy]-2,3-dihydro-benzofuran-3-yl}-acetic acid methyl ester and 3-(4-chloro-3,5-dimethyl-phenyl)-6-ethyl-pyridazine following a procedure analogous to that described in Step 5 of Intermediate 1. LC (method 7): tR=1.14 min; Mass spectrum (ESI+): m/z=553 [M+H]+. The reactants are C=CCCCN(CC(NC(=O)OC(C)(C)C)C(=O)N1CC(O)CC1C(=O)NC1(C(=O)OCC)CC1C=C)C1CC1, CC(C)(C)[Si](C)(C)Cl, CN(C)C=O, c1c[nH]cn1. Product: C=CCCCN(CC(NC(=O)OC(C)(C)C)C(=O)N1CC(O[Si](C)(C)C(C)(C)C)CC1C(=O)NC1(C(=O)OCC)CC1C=C)C1CC1. RXN SMILES: [C:1]([CH3:2])([CH3:3])([CH3:4])[O:5][C:6](=[O:7])[NH:8][CH:9]([C:10](=[O:11])[N:12]1[CH:13]([C:18](=[O:19])[NH:20][C:21]2([C:26](=[O:27])[O:28][CH2:29][CH3:30])[CH:22]([CH:24]=[CH2:25])[CH2:23]2)[CH2:14][CH:15]([OH:17])[CH2:16]1)[CH2:31][N:32]([CH2:33][CH2:34][CH2:35][CH:36]=[CH2:37])[CH:38]1[CH2:39][CH2:40]1.[C:46]([CH3:47])([CH3:48])([CH3:49])[Si:50]([CH3:51])([CH3:52])[Cl:53].[O:54]=[CH:55][N:56]([CH3:57])[CH3:58].[nH:41]1[cH:42][cH:43][n:44][cH:45]1>>[C:1]([CH3:2])([CH3:3])([CH3:4])[O:5][C:6](=[O:7])[NH:8][CH:9]([C:10](=[O:11])[N:12]1[CH:13]([C:18](=[O:19])[NH:20][C:21]2([C:26](=[O:27])[O:28][CH2:29][CH3:30])[CH:22]([CH:24]=[CH2:25])[CH2:23]2)[CH2:14][CH:15]([O:17][Si:50]([C:46]([CH3:47])([CH3:48])[CH3:49])([CH3:51])[CH3:52])[CH2:16]1)[CH2:31][N:32]([CH2:33][CH2:34][CH2:35][CH:36]=[CH2:37])[CH:38]1[CH2:39][CH2:40]1. As a reaction SMILES: [CH3:28][CH2:29][O-:30].[CH3:32][CH2:33][OH:34].[Na+:31].[c:1]1([CH:2]([NH:3][CH:10]2[CH:11]([C:23](=[O:24])[O:25][CH2:26][CH3:27])[CH2:12][N:13]([C:16](=[O:17])[O:18][C:19]([CH3:20])([CH3:21])[CH3:22])[CH2:14][CH2:15]2)[CH3:4])[cH:5][cH:6][cH:7][cH:8][cH:9]1>>[C:10]1(=[O:30])[CH:11]([C:23](=[O:24])[O:25][CH2:26][CH3:27])[CH2:12][N:13]([C:16](=[O:17])[O:18][C:19]([CH3:20])([CH3:21])[CH3:22])[CH2:14][CH2:15]1. Reactants: CC[O-], CCO, [Na+], CCOC(=O)C1CN(C(=O)OC(C)(C)C)CCC1NC(C)c1ccccc1. Yields the product CCOC(=O)C1CN(C(=O)OC(C)(C)C)CCC1=O.